Dataset: the Open Reaction Database (ORD), a public repository of structured organic reaction records. Task: describe an organic reaction: reactants, conditions, products, and yield Starting materials: OC1=C(C=CC=C1)CC(=O)O (2-hydroxyphenylacetic acid), C(C1=CC=CC=C1)O (benzyl alcohol), C1(=CC=C(C=C1)S(=O)(=O)O)C (paratoluenesulphonic acid). The solvent is C1(=CC=CC=C1)C (toluene). Conditions: temperature 0 celsius. The product is OC1=C(C=CC=C1)CC(=O)OCC1=CC=CC=C1 (benzyl 2-hydroxyphenylacetate). As a reaction SMILES: [OH:1][C:2]1[CH:7]=[CH:6][CH:5]=[CH:4][C:3]=1[CH2:8][C:9]([OH:11])=[O:10].[CH2:12](O)[C:13]1[CH:18]=[CH:17][CH:16]=[CH:15][CH:14]=1.C1(C)C=CC(S(O)(=O)=O)=CC=1>C1(C)C=CC=CC=1>[OH:1][C:2]1[CH:7]=[CH:6][CH:5]=[CH:4][C:3]=1[CH2:8][C:9]([O:11][CH2:12][C:13]1[CH:18]=[CH:17][CH:16]=[CH:15][CH:14]=1)=[O:10]. Procedure: A solution of 100 g of 2-hydroxyphenylacetic acid, 75 cm3 of benzyl alcohol and 0.5 g of paratoluenesulphonic acid in 1400 cm3 of toluene is refluxed for 2 hours while removing the water formed. After cooling, treating with 3 g of animal black and filtering, the reaction mixture is concentrated to 150 cm3 and supplemented with 300 cm3 of isopropyl oxide. The crystals obtained by cooling to 0° C. are drained, washed and dried to give 82.5 g of benzyl 2-hydroxyphenylacetate. 174 g of potassium car... The reactants are COC(=O)CCC1CNc2c(NC(=O)C(C)(C)C)c(C)cc(C)c21, CCOC(C)=O, CCCCCCCCI, CN(C)C=O. Yields the product CCCCCCCCN1CC(CCC(=O)OC)c2c(C)cc(C)c(NC(=O)C(C)(C)C)c21. As a reaction SMILES: [CH3:1][O:2][C:3](=[O:4])[CH2:5][CH2:6][CH:7]1[CH2:8][NH:9][c:10]2[c:11]([NH:18][C:19]([C:20]([CH3:21])([CH3:22])[CH3:23])=[O:24])[c:12]([CH3:17])[cH:13][c:14]([CH3:16])[c:15]21.[CH3:34][CH2:35][O:36][C:37]([CH3:38])=[O:39].[I:25][CH2:26][CH2:27][CH2:28][CH2:29][CH2:30][CH2:31][CH2:32][CH3:33].[O:40]=[CH:41][N:42]([CH3:43])[CH3:44]>>[CH3:1][O:2][C:3](=[O:4])[CH2:5][CH2:6][CH:7]1[CH2:8][N:9]([CH2:26][CH2:27][CH2:28][CH2:29][CH2:30][CH2:31][CH2:32][CH3:33])[c:10]2[c:11]([NH:18][C:19]([C:20]([CH3:21])([CH3:22])[CH3:23])=[O:24])[c:12]([CH3:17])[cH:13][c:14]([CH3:16])[c:15]21. Starting materials: C(C)(C)(C)OC(=O)N1CCN(CC1)C1=CC(NC2=CC(=CC=C12)Cl)=O (4-[4-(tert-Butoxycarbonyl)piperazin-1-yl]-7-chloroquinol-2-one), [H-].[Na+] (sodium hydride), N-phenyl(trifluoromethylsulfon)imide, CN(CCN)C (N,N-dimethylethylenediamine). Product: C(C)(C)(C)OC(=O)N1CCN(CC1)C1=CC(=NC2=CC(=CC=C12)Cl)NCCN(C)C (4-[4-(tert-butoxycarbonyl)piperazin-1-yl]-7-chloro-2-[2-(dimethylamino)ethylamino]quinoline). Yield: 56.5%. RXN SMILES: [C:1]([O:5][C:6]([N:8]1[CH2:13][CH2:12][N:11]([C:14]2[C:23]3[C:18](=[CH:19][C:20]([Cl:24])=[CH:21][CH:22]=3)[NH:17][C:16](=O)[CH:15]=2)[CH2:10][CH2:9]1)=[O:7])([CH3:4])([CH3:3])[CH3:2].[H-].[Na+].[CH3:28][N:29]([CH3:33])[CH2:30][CH2:31][NH2:32]>>[C:1]([O:5][C:6]([N:8]1[CH2:13][CH2:12][N:11]([C:14]2[C:23]3[C:18](=[CH:19][C:20]([Cl:24])=[CH:21][CH:22]=3)[N:17]=[C:16]([NH:32][CH2:31][CH2:30][N:29]([CH3:33])[CH3:28])[CH:15]=2)[CH2:10][CH2:9]1)=[O:7])([CH3:4])([CH3:3])[CH3:2] |f:1.2|. Reported procedure: 4-[4-(tert-Butoxycarbonyl)piperazin-1-yl]-7-chloroquinol-2-one (145 mg, 0.4 mmol), sodium hydride (15 mg, 0.6 mmol), N-phenyl(trifluoromethylsulfon)imide (202 mg, 0.56 mmol), and N,N-dimethylethylenediamine (276 μL, 2.4 mmol) are treated according to method E yielding 98 mg of 4-[4-(tert-butoxycarbonyl)piperazin-1-yl]-7-chloro-2-[2-(dimethylamino)ethylamino]quinoline. 38 mg thereof are treated with TFA-CH2Cl2 1:1 (0.6 mL) for 1 h and concentrated. The residue is converted into the title product ... Reactants: CC(=C)C=[N+]=[N-] (2-methyl-3-diazo-1-propene), N-(2-methyl-2-propenyl)-ethyl carbamate, ClCC([C@]1([C@@H](C[C@H]2[C@@H]3CCC4=CC(C=C[C@]4(C)[C@]3([C@H](C[C@]12C)O)F)=O)O)O)=O (21-chloro-9-fluoro-11β,16α,17-trihydroxypregna-1,4diene-3,20-dione). The solvent is CO (methanol), CCOCC (ether). Conditions: temperature 0 celsius. Product: ClCC([C@]1([C@@H](C[C@H]2[C@@H]3CCC4=CC(C=C[C@]4(C)[C@]3([C@H](C[C@]12C)O)F)=O)OCC(=C)C)O)=O (21-chloro-9-fluoro-11β,17 -dihydroxy-16α-[(2-methyl-2-propenyl)oxy]pregna-1,4-diene-3,20-dione). RXN SMILES: [CH3:1][C:2]([CH:4]=[N+]=[N-])=[CH2:3].[Cl:7][CH2:8][C:9](=[O:34])[C@:10]1([OH:33])[C@:27]2([CH3:28])[C@H:13]([C@H:14]3[C@:24]([F:30])([C@@H:25]([OH:29])[CH2:26]2)[C@:22]2([CH3:23])[C:17](=[CH:18][C:19](=[O:31])[CH:20]=[CH:21]2)[CH2:16][CH2:15]3)[CH2:12][C@H:11]1[OH:32]>CCOCC.CO>[Cl:7][CH2:8][C:9](=[O:34])[C@:10]1([OH:33])[C@:27]2([CH3:28])[C@H:13]([C@H:14]3[C@:24]([F:30])([C@@H:25]([OH:29])[CH2:26]2)[C@:22]2([CH3:23])[C:17](=[CH:18][C:19](=[O:31])[CH:20]=[CH:21]2)[CH2:16][CH2:15]3)[CH2:12][C@H:11]1[O:32][CH2:3][C:2]([CH3:4])=[CH2:1]. Procedure: A solution of 2-methyl-3-diazo-1-propene in 150 ml of ether (prepared from 0.1 mole of N-(2-methyl-2-propenyl)-ethyl carbamate by the method of J. L. Brewbaker and H. Hart, J. Am. Chem., Soc., 91, 711 (1969)) is diluted with 50 ml of methanol and cooled to 0°C. A total of 7 g of 21-chloro-9-fluoro-11β,16α,17-trihydroxypregna-1,4diene-3,20-dione, 16,17-cycloborate is added in portions until nitrogen evolution ceases. The solvent is removed in vacuo and the residue is dissolved in chloroform and c... Starting materials: CN(C)C=O (DMF), C(C)(C)(C)NS(=O)(=O)C=1C(=CC=CC1)C1=CC=C(C=C1)CBr (4′-bromomethylbiphenyl-2-sulfonic acid t-butylamide), C(CCC)C1=NC(=C(N1)C=O)Cl (2-butyl-5-chloro-3H-imidazole-4-carbaldehyde), C([O-])([O-])=O.[K+].[K+] (potassium carbonate). The solvent is CCOC(=O)C (EtOAc). Run at time 8 hour. Product: C(C)(C)(C)NS(=O)(=O)C=1C(=CC=CC1)C1=CC=C(C=C1)CN1C(=NC(=C1C=O)Cl)CCCC (4′-(2-Butyl-4-chloro-5-formylimidazol-1-ylmethyl)biphenyl-2-sulfonic acid t-butylamide). Yield: 84.0%. RXN SMILES: CN(C=O)C.[C:6]([NH:10][S:11]([C:14]1[C:15]([C:20]2[CH:25]=[CH:24][C:23]([CH2:26]Br)=[CH:22][CH:21]=2)=[CH:16][CH:17]=[CH:18][CH:19]=1)(=[O:13])=[O:12])([CH3:9])([CH3:8])[CH3:7].[CH2:28]([C:32]1[NH:36][C:35]([CH:37]=[O:38])=[C:34]([Cl:39])[N:33]=1)[CH2:29][CH2:30][CH3:31].C(=O)([O-])[O-].[K+].[K+]>CCOC(C)=O>[C:6]([NH:10][S:11]([C:14]1[C:15]([C:20]2[CH:25]=[CH:24][C:23]([CH2:26][N:36]3[C:35]([CH:37]=[O:38])=[C:34]([Cl:39])[N:33]=[C:32]3[CH2:28][CH2:29][CH2:30][CH3:31])=[CH:22][CH:21]=2)=[CH:16][CH:17]=[CH:18][CH:19]=1)(=[O:13])=[O:12])([CH3:9])([CH3:8])[CH3:7] |f:3.4.5|. Procedure: To a DMF (75 mL) solution of 4′-bromomethylbiphenyl-2-sulfonic acid t-butylamide (4.7 g, 12.2 mmol), was added 2-butyl-5-chloro-3H-imidazole-4-carbaldehyde (2.3 g, 12.2 mmol) and potassium carbonate (1.7 g, 12.2 mmol). The mixture was stirred at room temperature overnight. EtOAc (400 mL) was added and the organic was washed 3 times with a sodium bicarbonate solution (200 mL) followed by saturated aqueous NaCl (200 mL). The solvent was removed and purification was achieved by silica gel chromatog... Procedure: To methyl 4-(aminomethyl)benzoate (25 mg, 0.12 mmol), was added DCM (376 μL), DIPEA (43 μL, 0.25 mmol) and triphosgene (11 mg, 0.037 mmol) at 0° C. The reaction was stirred for 2.5 hours before 4-[(3aR,7aR)-octahydro-1H-pyrrolo[3,2-b]pyridin-1-yl]-7H-pyrrolo[2,3-d]pyrimidine (30.2 mg, 0.124 mmol) was added. The resulting solution was stirred for an additional 3 hours before being concentrated in vacuo and purified by mass triggered reverse phase HPLC. Lyophilization of the desired fractions gave... The solvent is C(Cl)Cl (DCM). Conditions: time 3 hour. Product: N1=CN=C(C2=C1NC=C2)N2CC[C@H]1N(CCC[C@H]12)C(=O)NCC1=CC=C(C(=O)OC)C=C1 (methyl 4-[({[(3aR,7aR)-1-(7H-pyrrolo[2,3-d]pyrimidin-4-yl)octahydro-4H-pyrrolo[3,2-b]-pyridine-4-yl]carbonyl}amino)methyl]benzoate). Reactants: NCC1=CC=C(C(=O)OC)C=C1 (methyl 4-(aminomethyl)benzoate), CCN(C(C)C)C(C)C (DIPEA), ClC(Cl)(OC(OC(Cl)(Cl)Cl)=O)Cl (triphosgene), N1(CC[C@H]2NCCC[C@H]21)C=2C1=C(N=CN2)NC=C1 (4-[(3aR,7aR)-octahydro-1H-pyrrolo[3,2-b]pyridin-1-yl]-7H-pyrrolo[2,3-d]pyrimidine). As a reaction SMILES: [NH2:1][CH2:2][C:3]1[CH:12]=[CH:11][C:6]([C:7]([O:9][CH3:10])=[O:8])=[CH:5][CH:4]=1.CCN(C(C)C)C(C)C.ClC(Cl)(O[C:26](=[O:32])OC(Cl)(Cl)Cl)Cl.[N:34]1([C:43]2[C:44]3[CH:51]=[CH:50][NH:49][C:45]=3[N:46]=[CH:47][N:48]=2)[C@H:42]2[C@H:37]([NH:38][CH2:39][CH2:40][CH2:41]2)[CH2:36][CH2:35]1>C(Cl)Cl>[N:46]1[C:45]2[NH:49][CH:50]=[CH:51][C:44]=2[C:43]([N:34]2[C@H:42]3[C@H:37]([N:38]([C:26]([NH:1][CH2:2][C:3]4[CH:4]=[CH:5][C:6]([C:7]([O:9][CH3:10])=[O:8])=[CH:11][CH:12]=4)=[O:32])[CH2:39][CH2:40][CH2:41]3)[CH2:36][CH2:35]2)=[N:48][CH:47]=1. The reactants are [H-].[Na+] (Sodium hydride), COC(=O)C1=CC=C2C(=NNC2=C1)C (6-(Methoxycarbonyl)-3-methyl-1H-indazole), ClC1=C(CCl)C=CC(=C1)Cl (2,4-Dichlorobenzyl chloride). Solvent: CN(C=O)C (dimethylformamide). Reaction conditions: temperature 0 celsius, time 30 minute. The product is ClC1=C(CN2N=C(C3=CC=C(C=C23)C(=O)OC)C)C=CC(=C1)Cl (1-(2,4-Dichlorobenzyl)-6-(methoxycarbonyl)-3-methyl-1H-indazole). Isolated yield 73.6%. RXN SMILES: [CH3:1][O:2][C:3]([C:5]1[CH:13]=[C:12]2[C:8]([C:9]([CH3:14])=[N:10][NH:11]2)=[CH:7][CH:6]=1)=[O:4].[H-].[Na+].[Cl:17][C:18]1[CH:25]=[C:24]([Cl:26])[CH:23]=[CH:22][C:19]=1[CH2:20]Cl>CN(C)C=O>[Cl:17][C:18]1[CH:25]=[C:24]([Cl:26])[CH:23]=[CH:22][C:19]=1[CH2:20][N:11]1[C:12]2[C:8](=[CH:7][CH:6]=[C:5]([C:3]([O:2][CH3:1])=[O:4])[CH:13]=2)[C:9]([CH3:14])=[N:10]1 |f:1.2|. Procedure details: 6-(Methoxycarbonyl)-3-methyl-1H-indazole (0.40 g, 2.1 mmol) was dissolved in dimethylformamide (15 ml) and the mixture was ice-cooled. Sodium hydride (85 mg, 60% suspension in oil, 2.1 mmol as NaH) was added and the mixture was stirred at 0° C. for 30 min. 2,4-Dichlorobenzyl chloride (0.45 g, 2.31 mmol) was added and the mixture was stirred at room temperature for 18 hr. The reaction mixture was extracted with ethyl acetate/water. The organic layer was washed with saturated brine and dried over ... Starting materials: CSC1=NC=CC(=N1)C1CC(NN=C1C1=CC(=CC=C1)C(F)(F)F)=O (5-(2-Methylsulfanylpyrimidin-4-yl)-6-(3-trifluoromethylphenyl)-4,5-dihydro-2H-pyridazin-3-one), S(=O)([O-])S(=O)[O-].[Na+].[Na+] (sodium hydrosulfite), OO (hydrogen peroxide), CO (methanol). Reagents/catalysts: [O-][W](=O)(=O)[O-].[Na+].[Na+] (sodium tungstate). The solvent is C(C)(=O)OCC (ethyl acetate). The product is CS(=O)(=O)C1=NC=CC(=N1)C1CC(NN=C1C1=CC(=CC=C1)C(F)(F)F)=O (5-(2-Methylsulfonylpyrimidin-4-yl)-6-(3-trifluoromethylphenyl)-4,5-dihydro-2H-pyridazin-3-one). Reaction SMILES: CS[C:3]1[N:8]=[C:7]([CH:9]2[C:14]([C:15]3[CH:20]=[CH:19][CH:18]=[C:17]([C:21]([F:24])([F:23])[F:22])[CH:16]=3)=[N:13][NH:12][C:11](=[O:25])[CH2:10]2)[CH:6]=[CH:5][N:4]=1.OO.[CH3:28]O.[S:30](S([O-])=O)([O-:32])=[O:31].[Na+].[Na+]>[O-][W]([O-])(=O)=O.[Na+].[Na+].C(OCC)(=O)C>[CH3:28][S:30]([C:3]1[N:8]=[C:7]([CH:9]2[C:14]([C:15]3[CH:20]=[CH:19][CH:18]=[C:17]([C:21]([F:24])([F:23])[F:22])[CH:16]=3)=[N:13][NH:12][C:11](=[O:25])[CH2:10]2)[CH:6]=[CH:5][N:4]=1)(=[O:32])=[O:31] |f:3.4.5,6.7.8|. Procedure: Compound 6 (17.8 mmol), sodium tungstate (587 mg, 1.78 mmol), 30% hydrogen peroxide (8.07 mL, 71.2 mmol), methanol (20 mL), and ethyl acetate (200 mL) were combined under argon, then heated to reflux for 4 h. The solution was cooled and aqueous sodium hydrosulfite was added. The methanol was removed in vacuo and saturated sodium bicarbonate was added. The resulting suspension was extracted several times with methylene chloride. The combined organic extracts were washed successively with water an... The reactants are CSc1ccc(N)cc1, N#Cc1ccccc1. The product is CSc1ccc(NC(=N)c2ccccc2)cc1. RXN SMILES: [CH3:9][S:10][c:11]1[cH:12][cH:13][c:14]([NH2:15])[cH:16][cH:17]1.[N:1]#[C:2][c:3]1[cH:4][cH:5][cH:6][cH:7][cH:8]1>>[NH:1]=[C:2]([c:3]1[cH:4][cH:5][cH:6][cH:7][cH:8]1)[NH:15][c:14]1[cH:13][cH:12][c:11]([S:10][CH3:9])[cH:17][cH:16]1.